This data is from the Open Reaction Database (ORD), a public repository of structured organic reaction records. The task is: describe an organic reaction: reactants, conditions, products, and yield Reactants: [H-].[Al+3].[Li+].[H-].[H-].[H-] (lithium aluminum hydride), aqueous solution, [OH-].[Na+] (sodium hydroxide), OC1=C(C=C(C=C1)/C=C/C(=O)N1CCC(CC1)C1=CC=C(C=C1)OC1=CC=CC=C1)OC ((E)-1-[3-(4-hydroxy-3-methoxyphenyl)-1-oxo-2-propenyl]-4(4-phenoxyphenyl)piperidine). Solvent: O1CCCC1 (tetrahydrofuran). Run at time 2 hour. Yields the product OC1=C(C=C(C=C1)/C=C/CN1CCC(CC1)C1=CC=C(C=C1)OC1=CC=CC=C1)OC ((E)-1-[3-(4-hydroxy-3-methoxyphenyl)-2-propenyl]-4-(4-phenoxyphenyl)piperidine). The yield is 72.0%. As a reaction SMILES: [OH:1][C:2]1[CH:7]=[CH:6][C:5](/[CH:8]=[CH:9]/[C:10]([N:12]2[CH2:17][CH2:16][CH:15]([C:18]3[CH:23]=[CH:22][C:21]([O:24][C:25]4[CH:30]=[CH:29][CH:28]=[CH:27][CH:26]=4)=[CH:20][CH:19]=3)[CH2:14][CH2:13]2)=O)=[CH:4][C:3]=1[O:31][CH3:32].[H-].[Al+3].[Li+].[H-].[H-].[H-].[OH-].[Na+]>O1CCCC1>[OH:1][C:2]1[CH:7]=[CH:6][C:5](/[CH:8]=[CH:9]/[CH2:10][N:12]2[CH2:17][CH2:16][CH:15]([C:18]3[CH:23]=[CH:22][C:21]([O:24][C:25]4[CH:30]=[CH:29][CH:28]=[CH:27][CH:26]=4)=[CH:20][CH:19]=3)[CH2:14][CH2:13]2)=[CH:4][C:3]=1[O:31][CH3:32] |f:1.2.3.4.5.6,7.8|. Procedure details: To an 8 ml tetrahydrofuran solution of 400 mg of the compound (5) synthesized in Reference Example 5 was added under ice cooling 60 mg of lithium aluminum hydride, then the resulting mixture was stirred at room temperature for two hours. A 10% aqueous solution of sodium hydroxide solution was added, then the product was extracted with methylene chloride. The extract was dried, filtered, then concentrated under reduced pressure to obtain a residue which was then purified by silica gel column chro... Reactants: intermediate l, C[C@@H]1CNC(C2=CC3=CC(=CN=C3N12)C)=O ((R)-4,7-dimethyl-3,4-dihydro-2H-2,4a,5-triaza-fluoren-1-one), [H-].[Al+3].[Li+].[H-].[H-].[H-] (lithium aluminium hydride). The product is C[C@@H]1CNCC2=CC3=CC(=CN=C3N12)C ((R)-4,7-Dimethyl-1,2,3,4-tetrahydro-2,4a,5-triaza-fluorene). As a reaction SMILES: [CH3:1][C@H:2]1[N:14]2[C:6](=[CH:7][C:8]3[C:13]2=[N:12][CH:11]=[C:10]([CH3:15])[CH:9]=3)[C:5](=O)[NH:4][CH2:3]1.[H-].[Al+3].[Li+].[H-].[H-].[H-]>>[CH3:1][C@H:2]1[N:14]2[C:6](=[CH:7][C:8]3[C:13]2=[N:12][CH:11]=[C:10]([CH3:15])[CH:9]=3)[CH2:5][NH:4][CH2:3]1 |f:1.2.3.4.5.6|. Reported procedure: This compound was prepared in analogy to Example 3, intermediate l) from (R)-4,7-dimethyl-3,4-dihydro-2H-2,4a,5-triaza-fluoren-1-one and lithium aluminium hydride. The product was purified by column chromatography over silica gel (0.030–0.063 mm) with ethyl acetate:methanol (9:1, then 3:1) as eluant. Starting materials: CC1COC2=C(N1)C=CC=C2 (2,3-dihydro-3-methyl-1,4-benzoxazine), C([O-])([O-])=O.[Na+].[Na+] (sodium carbonate), ClC(C(=O)Cl)Cl (dichloroacetyl chloride). Solvent: C1=CC=CC=C1 (benzene), O (water), C(C)(=O)OCC (ethyl acetate). Reaction conditions: time 30 minute. Product: ClC(C(=O)N1C(COC2=C1C=CC=C2)C)Cl (4-dichloroacetyl-2,3-dihydro-3-methyl-1,4-benzoxazine). The yield is 83.0%. As a reaction SMILES: [Cl:1][CH:2]([Cl:6])[C:3](Cl)=[O:4].[CH3:7][CH:8]1[NH:13][C:12]2[CH:14]=[CH:15][CH:16]=[CH:17][C:11]=2[O:10][CH2:9]1.C(=O)([O-])[O-].[Na+].[Na+]>C1C=CC=CC=1.O.C(OCC)(=O)C>[Cl:1][CH:2]([Cl:6])[C:3]([N:13]1[C:12]2[CH:14]=[CH:15][CH:16]=[CH:17][C:11]=2[O:10][CH2:9][CH:8]1[CH3:7])=[O:4] |f:2.3.4|. Reported procedure: 5.3 ml (55 mmoles) of dichloroacetyl chloride are added dropwise, at a temperature of 20° to 25° C. and while stirring, to a suspension of 7.5 g (50 mmoles) of 2,3-dihydro-3-methyl-1,4-benzoxazine and 5.8 g (55 mmoles) of sodium carbonate in 120 ml of benzene. The reaction mixture is then stirred at the same temperature for 30 minutes and is then taken up in a mixture of water and ethyl acetate. The organic phase is washed with saturated sodium chloride solution, dried over sodium sulfate and ev... Starting materials: CN(C(CC1=C(C=CC(=C1)C)NC1=C(C=C(C=C1C)Cl)Cl)=O)C (N,N-dimethyl-5-methyl-2-(2′,4′-dichloro-6′-methylanilino)phenylacetamide), ice, Cl (HCl), [OH-].[Na+] (NaOH), CCCCO (n-BuOH). Run in C1(=CC=CC=C1)C (Toluene). Product: CC=1C=CC(=C(C1)CC(=O)O)NC1=C(C=C(C=C1C)Cl)Cl (5-methyl-2-(2′,4′-dichloro-6′-methylanilino)phenylacetic acid). Reaction SMILES: CN(C)[C:3](=[O:22])[CH2:4][C:5]1[CH:10]=[C:9]([CH3:11])[CH:8]=[CH:7][C:6]=1[NH:12][C:13]1[C:18]([CH3:19])=[CH:17][C:16]([Cl:20])=[CH:15][C:14]=1[Cl:21].[OH-].[Na+].CCCC[OH:30].Cl>C1(C)C=CC=CC=1>[CH3:11][C:9]1[CH:8]=[CH:7][C:6]([NH:12][C:13]2[C:18]([CH3:19])=[CH:17][C:16]([Cl:20])=[CH:15][C:14]=2[Cl:21])=[C:5]([CH2:4][C:3]([OH:22])=[O:30])[CH:10]=1 |f:1.2|. Reported procedure: N,N-dimethyl-5-methyl-2-(2′,4′-dichloro-6′-methylanilino)phenylacetamide (1.5 g, 4.3 mmol) is hydrolyzed with 6N NaOH (70 ml) as a two phase solution with n-BuOH (40 ml) at reflux temperature for 14 hours. After cooling to room temperature, the mixture is poured over ice (100 ml). Toluene (100 ml) is added and the mixture transferred to a separatory funnel. The aqueous phase is brought to a pH of 1 with 3 N HCl. The organic phase is separated and the aqueous phase re-extracted with toluene (100 ... The reactants are C(C)OC(C1=CC(=CC=C1)N1C(CC(C1)C1=CC(=C(C=C1)OC)OC1CCCC1)=O)=O (3-[4-(3-Cyclopentyloxy-4-methoxyphenyl)-2-oxo-pyrrolidin-1-yl]benzoic acid ethyl ester), [OH-].[Na+] (NaOH), Cl (HCl). Run in CCO.O (EtOH water). Reaction conditions: temperature 90 celsius. Product: C1(CCCC1)OC=1C=C(C=CC1OC)C1CC(N(C1)C=1C=C(C(=O)O)C=CC1)=O (3-[4-(3-cyclopentyloxy-4-methoxyphenyl)-2-oxo-pyrrolidin-1-yl]-benzoic acid). Yield: 89.0%. RXN SMILES: C([O:3][C:4](=[O:31])[C:5]1[CH:10]=[CH:9][CH:8]=[C:7]([N:11]2[CH2:15][CH:14]([C:16]3[CH:21]=[CH:20][C:19]([O:22][CH3:23])=[C:18]([O:24][CH:25]4[CH2:29][CH2:28][CH2:27][CH2:26]4)[CH:17]=3)[CH2:13][C:12]2=[O:30])[CH:6]=1)C.[OH-].[Na+].Cl>CCO.O>[CH:25]1([O:24][C:18]2[CH:17]=[C:16]([CH:14]3[CH2:15][N:11]([C:7]4[CH:6]=[C:5]([CH:10]=[CH:9][CH:8]=4)[C:4]([OH:31])=[O:3])[C:12](=[O:30])[CH2:13]3)[CH:21]=[CH:20][C:19]=2[O:22][CH3:23])[CH2:26][CH2:27][CH2:28][CH2:29]1 |f:1.2,4.5|. Reported procedure: 3-[4-(3-Cyclopentyloxy-4-methoxyphenyl)-2-oxo-pyrrolidin-1-yl]benzoic acid ethyl ester (180 mg, 0.43 mmol) was mixed with EtOH:water (1:1, 20 mL) and NaOH (1N, 1.3 mL). The mixture was heated to 90° C. for 12 h and then cooled down to r.t. After neutralizing to pH=2 with HCl (1N), the mixture was extracted twice with EtOAc. The organic layer was combined, washed with brine and dried over MgSO4. After concentration 150 mg of the desired product was obtained as a light brown solid. Yield: 89%. Reactants: CSC1=CC=C(S1)C(=N)N (5-methylthiothiophene-2-carboxamidine), CC(C)C=1C=C(C=CC1)NC=1C=C(SC1C)C(=S)OC (methyl 4-{[3-(methylethyl)phenyl]amino}-5-methylthiothiophene-2-carboxylate), C[Al](C)C.[NH4+].[Cl-] (AlMe3 NH4Cl). The product is CC(C)C=1C=C(C=CC1)NC=1C=C(SC1SC)C(=N)N (4-{[3-(methylethyl)phenyl]amino}-5-methylthiothiophene-2-carboxamidine). RXN SMILES: [CH3:1][S:2][C:3]1[S:7][C:6]([C:8]([NH2:10])=[NH:9])=[CH:5][CH:4]=1.[CH3:11][CH:12]([C:14]1[CH:15]=[C:16]([NH:20]C2C=C(C(OC)=S)SC=2C)[CH:17]=[CH:18][CH:19]=1)[CH3:13].C[Al](C)C.[NH4+].[Cl-]>>[CH3:11][CH:12]([C:14]1[CH:15]=[C:16]([NH:20][C:4]2[CH:5]=[C:6]([C:8]([NH2:10])=[NH:9])[S:7][C:3]=2[S:2][CH3:1])[CH:17]=[CH:18][CH:19]=1)[CH3:13] |f:2.3.4|. Procedure: 4-{[3-Methylethyl)phenyl]amino}-5-methylthiothiophene-2-carboxamidine: Using a procedure similar to Example 154, step (b), 22.6 mg (0.07 mmol) of methyl 4-{[3-(methylethyl)phenyl]amino}-5-methylthiothiophene-2-carboxylate was allowed to react with 8 equiv (0.56 mmol) of the AlMe3/NH4Cl reagent to afford 18.9 mg (78.8%) of) 4-{[3-(methylethyl)phenyl]amino}-5-methylthiothiophene-2-carboxamidine. 1H NMR (DMSO-d6, 400 MHz) δ 1.18 (d, 6H, J=9.2 Hz), 2.51 (s, 3H), 2.81 (m, 1H), 6.71-6.77 (m, 2H), 6.85... Procedure: N-(4-Chloro-2-hydroxy-phenyl)-benzamide from Example E25.1 (1.0 g, 4 mmol) was dissolved in acetonitrile (10 ml) and dichloromethane (15 ml). 1,3-Dibromopropane (3.26 g, 16 mmol), aliquat 336 (170 mg, 0.4 mmol) and sodium hydroxide (750 mg, 16 mmol) were added and the mixture was heated at 60° C. for 3 h. The solid was filtered off and the filtrate concentrated in vacuo. The residue was purified by flash chromatography on silica gel (eluant; 30% EtOAc:70% hexane) to yield the title compound (783... The product is ClC1=CC2=C(N(CCCO2)C(=O)C2=CC=CC=C2)C=C1 ((3-Chloro-7,8-dihydro-6H-5-oxa-9-aza-benzocyclohepten-9-yl)-phenyl-methanone). The yield is 83.0%. The reagents and catalysts are CCCCCCCC[N+](C)(CCCCCCCC)CCCCCCCC.[Cl-] (aliquat 336). RXN SMILES: [Cl:1][C:2]1[CH:7]=[CH:6][C:5]([NH:8][C:9](=[O:16])[C:10]2[CH:15]=[CH:14][CH:13]=[CH:12][CH:11]=2)=[C:4]([OH:17])[CH:3]=1.Br[CH2:19][CH2:20][CH2:21]Br.[OH-].[Na+]>C(#N)C.ClCCl.CCCCCCCC[N+](CCCCCCCC)(CCCCCCCC)C.[Cl-]>[Cl:1][C:2]1[CH:7]=[CH:6][C:5]2[N:8]([C:9]([C:10]3[CH:15]=[CH:14][CH:13]=[CH:12][CH:11]=3)=[O:16])[CH2:19][CH2:20][CH2:21][O:17][C:4]=2[CH:3]=1 |f:2.3,6.7|. Run in C(C)#N (acetonitrile), ClCCl (dichloromethane). Conditions: temperature 60 celsius. The reactants are BrCCCBr (1,3-Dibromopropane), [OH-].[Na+] (sodium hydroxide), ClC1=CC(=C(C=C1)NC(C1=CC=CC=C1)=O)O (N-(4-Chloro-2-hydroxy-phenyl)-benzamide). Starting materials: N1(C=NC=C1)C(C)C=1C=C(C(=CC1)N)N (4-[1-(1H-imidazol-1-yl)ethyl]-1,2-benzenediamine), Cl.Cl.N1=CC(=CC=C1)C(OCC)=N (ethyl 3-pyridinecarboximidate dihydrochloride), C(C)(=O)[O-].[Na+] (sodium acetate). The solvent is C(C)O (ethanol). Run at time 1 hour. The product is N1(C=NC=C1)C(C)C1=CC2=C(NC(=N2)C=2C=NC=CC2)C=C1 (5-[1-(1H-imidazol-1-yl)ethyl]-2-(3-pyridinyl)-1H-benzimidazole). Yield: 70.0%. As a reaction SMILES: [N:1]1([CH:6]([C:8]2[CH:9]=[C:10]([NH2:15])[C:11]([NH2:14])=[CH:12][CH:13]=2)[CH3:7])[CH:5]=[CH:4][N:3]=[CH:2]1.Cl.Cl.[N:18]1[CH:23]=[CH:22][CH:21]=[C:20]([C:24](=N)OCC)[CH:19]=1.C([O-])(=O)C.[Na+]>C(O)C>[N:1]1([CH:6]([C:8]2[CH:13]=[CH:12][C:11]3[NH:14][C:24]([C:20]4[CH:19]=[N:18][CH:23]=[CH:22][CH:21]=4)=[N:15][C:10]=3[CH:9]=2)[CH3:7])[CH:5]=[CH:4][N:3]=[CH:2]1 |f:1.2.3,4.5|. Reported procedure: A mixture of 5.05 parts of 4-[1-(1H-imidazol-1-yl)ethyl]-1,2-benzenediamine, 6.45 parts of ethyl 3-pyridinecarboximidate dihydrochloride, 4.27 parts of sodium acetate and 80 parts of absolute ethanol was stirred first for 16 hours at room temperature and for 1 hour at reflux. The reaction mixture was evaporated. There were added successively 50 parts of water and ammonium hydroxide. The product was filtered off, washed with water and 2-propanol and crystallized from ethanol. The product was filt... Starting materials: COC(=O)CBr, O=C([O-])[O-], CCC(C)=O, O=[N+]([O-])c1ccc(F)cc1O, [K+], [K+], O. Reaction SMILES: [Br:18][CH2:19][C:20](=[O:21])[O:22][CH3:23].[C:12](=[O:13])([O-:14])[O-:15].[CH2:25]([C:26]([CH3:27])=[O:28])[CH3:29].[F:1][c:2]1[cH:3][cH:4][c:5]([N+:9](=[O:10])[O-:11])[c:6]([OH:8])[cH:7]1.[K+:16].[K+:17].[OH2:24]>>[F:1][c:2]1[cH:3][cH:4][c:5]([N+:9](=[O:10])[O-:11])[c:6]([O:8][CH2:19][C:20](=[O:21])[O:22][CH3:23])[cH:7]1. Product: COC(=O)COc1cc(F)ccc1[N+](=O)[O-]. Starting materials: aqueous solution, Cl (hydrochloric acid), ClCCN(CCCl)C1=CC=C(C=C1)CCC(=O)OC (methyl 3-[4-[N,N-bis(2-chloroethyl)amino]phenyl]propionate), [OH-].[Na+] (sodium hydroxide). Run in O (water). Product: ClCCN(CCCl)C1=CC=C(C=C1)CCC(=O)O (3-[4-[N,N-Bis(2-chloroethyl)amino]phenyl]propionic acid), crystals. The yield is 84.6%. As a reaction SMILES: Cl.[Cl:2][CH2:3][CH2:4][N:5]([C:9]1[CH:14]=[CH:13][C:12]([CH2:15][CH2:16][C:17]([O:19]C)=[O:18])=[CH:11][CH:10]=1)[CH2:6][CH2:7][Cl:8].[OH-].[Na+]>O>[Cl:2][CH2:3][CH2:4][N:5]([C:9]1[CH:10]=[CH:11][C:12]([CH2:15][CH2:16][C:17]([OH:19])=[O:18])=[CH:13][CH:14]=1)[CH2:6][CH2:7][Cl:8] |f:2.3|. Procedure details: Concentrated hydrochloric acid (10 ml) was added to 1.5 g (4.93 mmol) of methyl 3-[4-[N,N-bis(2-chloroethyl)amino]phenyl]propionate, followed by stirring under heat for 2.5 hours over an oil bath controlled at 90° C. The reaction mixture was diluted with water and was then adjusted to about pH 2 or so with a 5N aqueous solution of sodium hydroxide. The resultant crystals were collected by filtration, whereby 1.21 g (4.17 mmol) of the title compound were obtained as white crystals (yield: 84.6%).